From a dataset of the Open Reaction Database (ORD), a public repository of structured organic reaction records. describe an organic reaction: reactants, conditions, products, and yield Reactants: [Cl-].[NH4+] (ammonium chloride), CC(C)(C#C)O (2-methyl-3-butyn-2-ol), COCC(C)=O (methoxyacetone), C(C)[Mg]Br (ethyl magnesium bromide). Solvent: C(C)OCC (diethyl ether). Conditions: time 30 minute. Yields the product COCC(C#CC(C)(O)C)(O)C (1-methoxy-2,5-dimethylhex-3-yne-2,5-diol). The yield is 94.5%. RXN SMILES: C([Mg]Br)C.[CH3:5][C:6]([OH:10])([C:8]#[CH:9])[CH3:7].[CH3:11][O:12][CH2:13][C:14](=[O:16])[CH3:15].[Cl-].[NH4+]>C(OCC)C>[CH3:11][O:12][CH2:13][C:14]([CH3:15])([OH:16])[C:9]#[C:8][C:6]([CH3:7])([OH:10])[CH3:5] |f:3.4|. Procedure: To a solution of anhydrous diethyl ether at 0-5° C. is added ethyl magnesium bromide (37.33 ml, 112 mmol, 3M solution in diethyl ether), then 2-methyl-3-butyn-2-ol (4.70 g, 55.87 mmol) dropwise. The mixture is allowed to warm to room temperature, followed by stirring at this temperature for 30 minutes, then at 40° C. until gas evolution ceases (approximately 1 hour). The viscous mixture is next cooled to room temperature and methoxyacetone (3.78 g, 42.90 mmol) is added dropwise, followed by heat... Reaction SMILES: [F:25][C:26]([F:27])([F:28])[C:29]([OH:30])=[O:31].[nH:1]1[c:2]([NH:10][CH2:11][CH:12]2[CH2:13][CH2:14][N:15]([C:18]([O:19][C:20]([CH3:21])([CH3:22])[CH3:23])=[O:24])[CH2:16][CH2:17]2)[n:3][c:4]2[c:5]1[cH:6][cH:7][cH:8][cH:9]2>>[nH:1]1[c:2]([NH:10][CH2:11][CH:12]2[CH2:13][CH2:14][NH:15][CH2:16][CH2:17]2)[n:3][c:4]2[c:5]1[cH:6][cH:7][cH:8][cH:9]2. Starting materials: O=C(O)C(F)(F)F, CC(C)(C)OC(=O)N1CCC(CNc2nc3ccccc3[nH]2)CC1. Product: c1ccc2[nH]c(NCC3CCNCC3)nc2c1. Starting materials: CC(CC(Cc1ccc(-c2ccccc2)cc1)NC(=O)c1cc(=O)c(O)co1)C(=O)OCc1ccccc1, CI, [K+], [K+], O=C([O-])[O-], CN(C)C=O. Product: COc1coc(C(=O)NC(Cc2ccc(-c3ccccc3)cc2)CC(C)C(=O)OCc2ccccc2)cc1=O. Reaction SMILES: [CH2:1]([c:2]1[cH:3][cH:4][cH:5][cH:6][cH:7]1)[O:8][C:9]([CH:10]([CH2:11][CH:12]([CH2:13][c:14]1[cH:15][cH:16][c:17](-[c:20]2[cH:21][cH:22][cH:23][cH:24][cH:25]2)[cH:18][cH:19]1)[NH:26][C:27](=[O:28])[c:29]1[o:30][cH:31][c:32]([OH:36])[c:33](=[O:35])[cH:34]1)[CH3:37])=[O:38].[CH3:45][I:46].[K+:39].[K+:40].[O-:41][C:42]([O-:43])=[O:44].[O:47]=[CH:48][N:49]([CH3:50])[CH3:51]>>[CH2:1]([c:2]1[cH:3][cH:4][cH:5][cH:6][cH:7]1)[O:8][C:9]([CH:10]([CH2:11][CH:12]([CH2:13][c:14]1[cH:15][cH:16][c:17](-[c:20]2[cH:21][cH:22][cH:23][cH:24][cH:25]2)[cH:18][cH:19]1)[NH:26][C:27](=[O:28])[c:29]1[o:30][cH:31][c:32]([O:36][CH3:42])[c:33](=[O:35])[cH:34]1)[CH3:37])=[O:38]. The reactants are N1C(CCC=2CCCCC12)=O (3,4,5,6,7,8,-hexahydro-2(1H)-quinolinone), C(=O)[O-].[Na+] (sodium formate), [OH-].[Na+] (sodium hydroxide). Run in C(=O)O (formic acid). Product: N1C(CC[C@@H]2CCCC[C@@H]12)=O (trans-Decahydro-2-quinolinone). Isolated yield 74.1%. As a reaction SMILES: [NH:1]1[C:10]2[CH2:9][CH2:8][CH2:7][CH2:6][C:5]=2[CH2:4][CH2:3][C:2]1=[O:11].C([O-])=O.[Na+].[OH-].[Na+]>C(O)=O>[NH:1]1[C@H:10]2[C@@H:5]([CH2:6][CH2:7][CH2:8][CH2:9]2)[CH2:4][CH2:3][C:2]1=[O:11] |f:1.2,3.4|. Procedure: A mixture of 1 g (6.62 mmol) of 3,4,5,6,7,8,-hexahydro-2(1H)-quinolinone, 2.8 g (41 mmol) of sodium formate and 5 mL of formic acid was heated to reflux for 1 day The reaction mixture was then cooled and 20% sodium hydroxide solution was added to make it basic. This mixture was then extracted with ethyl acetate. The combined ethyl acetate extracts were dried over anhydrous magnesium sulfate and the solvent was removed to give a crude product. This was purified on silica gel using ethyl acetate a... Starting materials: O(C1=CC=CC=C1)C=1C=C(C=CC1)CC(=O)O ((3-Phenoxy-phenyl)-acetic acid), COC(C(CCC)N)=O (2-amino-pentanoic acid methyl ester), Cl (HCl), CN(C)C (trimethylamine). Run in C(CCl)Cl (EDC), C(Cl)Cl (methylene chloride). The product is COC(CC1=CC(=CC=C1)OC1=CC=CC=C1)=O ((3-phenoxy-phenyl)-acetic acid methyl ester). Yield: 131.8%. Reaction SMILES: [O:1]([C:8]1[CH:9]=[C:10]([CH2:14][C:15]([OH:17])=[O:16])[CH:11]=[CH:12][CH:13]=1)[C:2]1[CH:7]=[CH:6][CH:5]=[CH:4][CH:3]=1.[CH3:18]OC(=O)C(N)CCC.Cl.CN(C)C>C(Cl)Cl.C(Cl)CCl>[CH3:18][O:16][C:15](=[O:17])[CH2:14][C:10]1[CH:11]=[CH:12][CH:13]=[C:8]([O:1][C:2]2[CH:3]=[CH:4][CH:5]=[CH:6][CH:7]=2)[CH:9]=1. Procedure details: A mixture of (3-Phenoxy-phenyl)-acetic acid (10.00 g, 0.0438 mol), 2-amino-pentanoic acid methyl ester (7.34 g, 0.0438 mol.), HBOT (6.20 g, 0.046 mol), EDC. HCl (12.59 g, 0.067 mol) and a trimethylamine (30.45 ml, 0.22 mol) in methylene chloride (150 ml) was stirred at room temperature overnight. The mixture was quenched with water and extracted with methylene chloride. The organic layer was washed with 1N HCl, then brine, dried over sodium sulfate and the solvent was removed at reduced pressure... Reactants: Intermediate 43, COCCNC(=S)N (2-methoxyethyl thiourea), BrC(C(CC(=O)OC)=O)C (methyl 4-bromo-3-oxo-pentanoate), Intermediate 60. The solvent is C(Cl)(Cl)Cl.CO (chloroform MeOH). Yields the product COCCNC=1SC(=C(N1)CCO)C (2-[2-(2-methoxy-ethylamino)-5-methyl-thiazol-4-yl]ethanol). The yield is 66.2%. Reaction SMILES: [CH3:1][O:2][CH2:3][CH2:4][NH:5][C:6]([NH2:8])=[S:7].Br[CH:10]([CH3:18])[C:11](=O)[CH2:12][C:13](OC)=[O:14]>C(Cl)(Cl)Cl.CO>[CH3:1][O:2][CH2:3][CH2:4][NH:5][C:6]1[S:7][C:10]([CH3:18])=[C:11]([CH2:12][CH2:13][OH:14])[N:8]=1 |f:2.3|. Procedure details: The title compound (800 mg) was prepared from 750 mg (5.59 mmol) of 2-methoxyethyl thiourea and 1.17 g (5.59 mmol) of methyl 4-bromo-3-oxo-pentanoate according to the method of Intermediate 60, followed by the procedure outlined for the preparation of Intermediate 43 nd purification via silica gel flash column chromatography using chloroform/MeOH 9/1 as eluent: 1H NMR (CDCl3, 400 MHz) δ 3.82 (t, 2H, J=5.5), 3.58 (t, 2H, J=6.9), 3.41 (m, 2H), 3.36 (s, 3H), 2.65 (t, 2H, J=6.9), 2.19 (s, 3H). The reactants are [Br-].[NH+]1=CC=CC=C1 (pyridinium bromide), C[C@H]1[C@H]2[C@H](C=C3[C@@H]4CC[C@H]5CC(CC[C@]5(C)[C@H]4CC([C@]23C)=O)=O)O[C@]12CC[C@@H](C)CO2 ((25R)-5a-spirost-14-ene-3,12-dione), O (water). The solvent is O1CCCC1 (tetrahydrofuran), O1CCCC1 (tetrahydrofuran). Yields the product BrC1C(C[C@@H]2CC[C@H]3C4=C[C@H]5[C@H]([C@H](C)[C@]6(O5)CC[C@@H](C)CO6)[C@]4(C(C[C@@H]3[C@]2(C1)C)=O)C)=O (2-Bromo-(25R)-5α-spirost-14-ene-3,12-dione). As a reaction SMILES: [CH3:1][C@@H:2]1[C@:25]2([O:31][CH2:30][C@H:28]([CH3:29])[CH2:27][CH2:26]2)[O:24][C@H:4]2[CH:5]=[C:6]3[C@@:20]([CH3:21])([C@@H:3]12)[C:19](=[O:22])[CH2:18][C@H:17]1[C@H:7]3[CH2:8][CH2:9][C@@H:10]2[C@:15]1([CH3:16])[CH2:14][CH2:13][C:12](=[O:23])[CH2:11]2.[Br-:32].[NH+]1C=CC=CC=1.O>O1CCCC1>[Br:32][CH:13]1[CH2:14][C@@:15]2([CH3:16])[C@@H:10]([CH2:9][CH2:8][C@@H:7]3[C@@H:17]2[CH2:18][C:19](=[O:22])[C@@:20]2([CH3:21])[C:6]3=[CH:5][C@@H:4]3[O:24][C@@:25]4([O:31][CH2:30][C@H:28]([CH3:29])[CH2:27][CH2:26]4)[C@@H:2]([CH3:1])[C@@H:3]32)[CH2:11][C:12]1=[O:23] |f:1.2|. Procedure: 500 mg of (25R)-5a-spirost-14-ene-3,12-dione is dissolved in 15 ml of tetrahydrofuran and mixed with 453 mg (1.1 eq) of pyridinium bromide-perbromide, dissolved in 25 ml of tetrahydrofuran. After two and one half hours of stirring at room temperature, the reaction is arrested by adding 20 ml of water and the mixture is extracted with dichloromethane. The organic phase is washed with sodium chloride solution, dried on magnesium sulfate, the solvent is removed and the residue is chromatographed wi... Reactants: CCn1nc2ccccc2c1I, C1COCCO1, [Cu+], CCCC[Sn](CCCC)(CCCC)c1nc(N2CCOCC2)c2nc(CN3CCC(C(C)(C)O)CC3)ccc2n1, c1ccc(P(c2ccccc2)(c2ccccc2)[Pd](P(c2ccccc2)(c2ccccc2)c2ccccc2)(P(c2ccccc2)(c2ccccc2)c2ccccc2)P(c2ccccc2)(c2ccccc2)c2ccccc2)cc1, O=C([O-])c1cccs1. Yields the product CCn1nc2ccccc2c1-c1nc(N2CCOCC2)c2nc(CN3CCC(C(C)(C)O)CC3)ccc2n1. Reaction SMILES: [CH2:41]([CH3:42])[n:43]1[n:44][c:45]2[cH:46][cH:47][cH:48][cH:49][c:50]2[c:51]1[I:52].[CH2:53]1[O:54][CH2:55][CH2:56][O:57][CH2:58]1.[Cu+:67].[O:1]1[CH2:2][CH2:3][N:4]([c:7]2[c:8]3[c:9]([n:10][c:11]([Sn:13]([CH2:14][CH2:15][CH2:16][CH3:17])([CH2:18][CH2:19][CH2:20][CH3:21])[CH2:22][CH2:23][CH2:24][CH3:25])[n:12]2)[cH:26][cH:27][c:28]([CH2:30][N:31]2[CH2:32][CH2:33][CH:34]([C:37]([CH3:38])([CH3:39])[OH:40])[CH2:35][CH2:36]2)[n:29]3)[CH2:5][CH2:6]1.[cH:68]1[cH:69][cH:70][c:71]([P:72]([Pd:73]([P:74]([c:75]2[cH:76][cH:77][cH:78][cH:79][cH:80]2)([c:81]2[cH:82][cH:83][cH:84][cH:85][cH:86]2)[c:87]2[cH:88][cH:89][cH:90][cH:91][cH:92]2)([P:93]([c:94]2[cH:95][cH:96][cH:97][cH:98][cH:99]2)([c:100]2[cH:101][cH:102][cH:103][cH:104][cH:105]2)[c:106]2[cH:107][cH:108][cH:109][cH:110][cH:111]2)[P:112]([c:113]2[cH:114][cH:115][cH:116][cH:117][cH:118]2)([c:119]2[cH:120][cH:121][cH:122][cH:123][cH:124]2)[c:125]2[cH:126][cH:127][cH:128][cH:129][cH:130]2)([c:131]2[cH:132][cH:133][cH:134][cH:135][cH:136]2)[c:137]2[cH:138][cH:139][cH:140][cH:141][cH:142]2)[cH:143][cH:144]1.[s:59]1[cH:60][cH:61][cH:62][c:63]1[C:64]([O-:65])=[O:66]>>[O:1]1[CH2:2][CH2:3][N:4]([c:7]2[c:8]3[c:9]([n:10][c:11](-[c:51]4[n:43]([CH2:41][CH3:42])[n:44][c:45]5[cH:46][cH:47][cH:48][cH:49][c:50]54)[n:12]2)[cH:26][cH:27][c:28]([CH2:30][N:31]2[CH2:32][CH2:33][CH:34]([C:37]([CH3:38])([CH3:39])[OH:40])[CH2:35][CH2:36]2)[n:29]3)[CH2:5][CH2:6]1. Starting materials: CCN=C=NCCCN(C)C, Cc1cccc(CN2CCC(Nc3ncc(C=CC(=O)O)cc3Cl)C2)c1, NOC1CCCCO1, CN(C)C=O, On1nnc2ccccc21. The product is Cc1cccc(CN2CCC(Nc3ncc(C=CC(=O)NOC4CCCCO4)cc3Cl)C2)c1. RXN SMILES: [CH3:45][CH2:46][N:47]=[C:48]=[N:49][CH2:50][CH2:51][CH2:52][N:53]([CH3:54])[CH3:55].[Cl:1][c:2]1[cH:3][c:4]([CH:22]=[CH:23][C:24](=[O:25])[OH:26])[cH:5][n:6][c:7]1[NH:8][CH:9]1[CH2:10][N:11]([CH2:14][c:15]2[cH:16][c:17]([CH3:21])[cH:18][cH:19][cH:20]2)[CH2:12][CH2:13]1.[O:27]1[CH:28]([O:33][NH2:34])[CH2:29][CH2:30][CH2:31][CH2:32]1.[O:56]=[CH:57][N:58]([CH3:59])[CH3:60].[OH:35][n:36]1[c:37]2[c:38]([cH:39][cH:40][cH:41][cH:42]2)[n:43][n:44]1>>[Cl:1][c:2]1[cH:3][c:4]([CH:22]=[CH:23][C:24](=[O:25])[NH:34][O:33][CH:28]2[O:27][CH2:32][CH2:31][CH2:30][CH2:29]2)[cH:5][n:6][c:7]1[NH:8][CH:9]1[CH2:10][N:11]([CH2:14][c:15]2[cH:16][c:17]([CH3:21])[cH:18][cH:19][cH:20]2)[CH2:12][CH2:13]1. Reactants: CCCCCOc1ccc(-c2cc(-c3ccc(C(=O)O)cc3)no2)cc1, CCN=C=NCCCN(C)C, CCOC(C)=O, CN(C)C=O, Cl, C1CCOC1, O, On1nnc2ccccc21. Product: CCCCCOc1ccc(-c2cc(-c3ccc(C(=O)On4nnc5ccccc54)cc3)no2)cc1. RXN SMILES: [CH2:1]([CH2:2][CH2:3][CH2:4][CH3:5])[O:6][c:7]1[cH:8][cH:9][c:10](-[c:13]2[cH:14][c:15](-[c:18]3[cH:19][cH:20][c:21]([C:22](=[O:23])[OH:24])[cH:25][cH:26]3)[n:16][o:17]2)[cH:11][cH:12]1.[CH2:43]([N:44]=[C:45]=[N:46][CH2:47][CH2:48][CH2:49][N:50]([CH3:51])[CH3:52])[CH3:53].[CH3:55][CH2:56][O:57][C:58](=[O:59])[CH3:60].[CH3:61][N:62]([CH3:63])[CH:64]=[O:65].[ClH:42].[O:27]1[CH2:28][CH2:29][CH2:30][CH2:31]1.[OH2:54].[OH:32][n:33]1[n:34][n:35][c:36]2[c:37]1[cH:38][cH:39][cH:40][cH:41]2>>[CH2:1]([CH2:2][CH2:3][CH2:4][CH3:5])[O:6][c:7]1[cH:8][cH:9][c:10](-[c:13]2[cH:14][c:15](-[c:18]3[cH:19][cH:20][c:21]([C:22](=[O:23])[O:24][n:33]4[n:34][n:35][c:36]5[c:37]4[cH:38][cH:39][cH:40][cH:41]5)[cH:25][cH:26]3)[n:16][o:17]2)[cH:11][cH:12]1.